Dataset: the Open Reaction Database (ORD), a public repository of structured organic reaction records. Task: describe an organic reaction: reactants, conditions, products, and yield The reactants are O\N=C(/C(=O)OC(C1=CC=CC=C1)C1=CC=CC=C1)\C=1N=C(SC1)NC(C1=CC=CC=C1)(C1=CC=CC=C1)C1=CC=CC=C1 (Diphenylmethyl (Z)-2-hydroxyimino-2-(2-tritylaminothiazol-4-yl)acetate), ClCC#N (chloroacetonitrile). Yields the product C(#N)CO\N=C(/C(=O)OC(C1=CC=CC=C1)C1=CC=CC=C1)\C=1N=C(SC1)NC(C1=CC=CC=C1)(C1=CC=CC=C1)C1=CC=CC=C1 (Diphenylmethyl (Z)-2-(cyanomethoxyimino)-2-(2-tritylaminothiazol-4-yl)acetate). Yield: 77.0%. RXN SMILES: [OH:1]/[N:2]=[C:3](/[C:20]1[N:21]=[C:22]([NH:25][C:26]([C:39]2[CH:44]=[CH:43][CH:42]=[CH:41][CH:40]=2)([C:33]2[CH:38]=[CH:37][CH:36]=[CH:35][CH:34]=2)[C:27]2[CH:32]=[CH:31][CH:30]=[CH:29][CH:28]=2)[S:23][CH:24]=1)\[C:4]([O:6][CH:7]([C:14]1[CH:19]=[CH:18][CH:17]=[CH:16][CH:15]=1)[C:8]1[CH:13]=[CH:12][CH:11]=[CH:10][CH:9]=1)=[O:5].Cl[CH2:46][C:47]#[N:48]>>[C:47]([CH2:46][O:1]/[N:2]=[C:3](/[C:20]1[N:21]=[C:22]([NH:25][C:26]([C:33]2[CH:34]=[CH:35][CH:36]=[CH:37][CH:38]=2)([C:39]2[CH:44]=[CH:43][CH:42]=[CH:41][CH:40]=2)[C:27]2[CH:28]=[CH:29][CH:30]=[CH:31][CH:32]=2)[S:23][CH:24]=1)\[C:4]([O:6][CH:7]([C:8]1[CH:9]=[CH:10][CH:11]=[CH:12][CH:13]=1)[C:14]1[CH:15]=[CH:16][CH:17]=[CH:18][CH:19]=1)=[O:5])#[N:48]. Procedure details: Diphenylmethyl (Z)-2-hydroxyimino-2-(2-tritylaminothiazol-4-yl)acetate (1.5 g) was alkylated with chloroacetonitrile (0.38 g) as described in Example 5a to give the title compound as a white solid (1.23 g); νmax (CH2Cl2) 3400, 1740, 1535 and 1490 cm-1 ; δH (CDCl3) 4.82 (2H, s), 6.45 (1H, s), 6.98 (1H, broad s), 7.17 (1H, s) and 7.26-7.52 (25H, m). [Mass spectrum: +ve ion (3NOBA) MH+ (635) and (3NOBA/Na+) MNa+ (657)] Reaction conditions: time 20 minute. Run in C(Cl)Cl (methylene chloride), C(Cl)Cl (methylene chloride). Reaction SMILES: [C:1]([C:5]1[C:6](=[O:20])[CH2:7][CH:8]([C:12]2[CH:17]=[CH:16][C:15]([S:18][CH3:19])=[CH:14][CH:13]=2)[CH2:9][C:10]=1[OH:11])(=[O:4])[CH2:2][CH3:3].C(O)(=[O:23])C.OO.C(OCC)(=O)C.CCCCCC>C(Cl)Cl>[C:1]([C:5]1[C:6](=[O:20])[CH2:7][CH:8]([C:12]2[CH:13]=[CH:14][C:15]([S:18]([CH3:19])=[O:23])=[CH:16][CH:17]=2)[CH2:9][C:10]=1[OH:11])(=[O:4])[CH2:2][CH3:3] |f:3.4|. Procedure: To a solution of 51.6 g (0.178 mol) of 2-propionyl-3-hydroxy-5-(4-(methylthio)phenyl)cyclohex-2-en-1-one (prepared as in U.S. Pat. No. 4,555,263) in 150 mL of methylene chloride and 150 mL of glacial acetic acid was added 20.15 g (0.178 mol) of 30 percent hydrogen peroxide dropwise over twenty minutes. The reaction temperature rose from 20° to 28° C. at which point, the reaction mixture was placed in a cold water bath. After 20 minutes, an additional 6.75 g (0.0595 mol) of 30 percent hydrogen pe... Starting materials: C(CC)(=O)C=1C(CC(CC1O)C1=CC=C(C=C1)SC)=O (2-propionyl-3-hydroxy-5-(4-(methylthio)phenyl)cyclohex-2-en-1-one), product, OO (hydrogen peroxide), C(C)(=O)O (acetic acid), OO (hydrogen peroxide), C(C)(=O)O (acetic acid), C(C)(=O)OCC.CCCCCC (ethyl acetate hexane), product. Product: C(CC)(=O)C=1C(CC(CC1O)C1=CC=C(C=C1)S(=O)C)=O (2-Propionyl-3-hydroxy-5-(4-(methylsulfinyl)-phenyl)cyclohex-2-en-1-one). Reactants: ClC1=C(C(C)(C)SCCl)C=CC=C1Cl (chloromethyl 2,3-dichloro-α,α-dimethylbenzyl sulfide), P(OC)(OC)(=S)[S-].[Na+] (sodium O,O-dimethyl phosphorodithioate). The product is P(OC)(OC)(=S)SCSC(C1=C(C(=CC=C1)Cl)Cl)(C)C (S-(2,3-Dichloro-α,α-dimethylbenzylthio)methyl O,O-Dimethyl Phosphorodithioate). Reaction SMILES: [Cl:1][C:2]1[C:13]([Cl:14])=[CH:12][CH:11]=[CH:10][C:3]=1[C:4]([S:7][CH2:8]Cl)([CH3:6])[CH3:5].[P:15]([S-:21])(=[S:20])([O:18][CH3:19])[O:16][CH3:17].[Na+]>>[P:15]([S:21][CH2:8][S:7][C:4]([CH3:6])([CH3:5])[C:3]1[CH:10]=[CH:11][CH:12]=[C:13]([Cl:14])[C:2]=1[Cl:1])(=[S:20])([O:18][CH3:19])[O:16][CH3:17] |f:1.2|. Procedure: Using chloromethyl 2,3-dichloro-α,α-dimethylbenzyl sulfide (prepared from 2,3-dichloro-α,α-dimethyl-α-toluenethiol obtained as in Example 1 from 2,3-dichloro-α,α-dimethylbenzyl alcohol) and stirring vigorously for 2 hours at 50° C. with a 10% excess of 50% aqueous sodium O,O-dimethyl phosphorodithioate solution gives a crude product which is purified as in Example 6 to give the pure, desired product as a colorless oil.